This data is from the Open Reaction Database (ORD), a public repository of structured organic reaction records. The task is: describe an organic reaction: reactants, conditions, products, and yield The reactants are Cc1cccnc1C1CCN(S(=O)(=O)c2ccccc2Cl)CC1, O=S(=O)(Cl)c1ccccc1Cl, ClCCl, [Na+], O=C([O-])O. The product is Cc1cccnc1C1CCNCC1. RXN SMILES: [Cl:1][c:2]1[cH:3][cH:4][cH:5][cH:6][c:7]1[S:8](=[O:9])(=[O:10])[N:11]1[CH2:12][CH2:13][CH:14]([c:17]2[n:18][cH:19][cH:20][cH:21][c:22]2[CH3:23])[CH2:15][CH2:16]1.[Cl:24][c:25]1[cH:26][cH:27][cH:28][cH:29][c:30]1[S:31]([Cl:32])(=[O:33])=[O:34].[Cl:40][CH2:41][Cl:42].[Na+:39].[O-:35][C:36]([OH:37])=[O:38]>>[NH:11]1[CH2:12][CH2:13][CH:14]([c:17]2[n:18][cH:19][cH:20][cH:21][c:22]2[CH3:23])[CH2:15][CH2:16]1. Reactants: O=C([O-])[O-], c1ccc2c(c1)Sc1ccccc1N1CCNCC21, CC(C)=O, CCOC(=O)CCCCl, [I-], [K+], [K+], [Na+]. Yields the product CCOC(=O)CCCN1CCN2c3ccccc3Sc3ccccc3C2C1. As a reaction SMILES: [C:29](=[O:30])([O-:31])[O-:32].[CH2:1]1[NH:2][CH2:3][CH2:4][N:5]2[c:6]3[c:7]([cH:16][cH:17][cH:18][cH:19]3)[S:8][c:9]3[c:10]([cH:12][cH:13][cH:14][cH:15]3)[CH:11]12.[CH3:37][C:38](=[O:39])[CH3:40].[Cl:20][CH2:21][CH2:22][CH2:23][C:24](=[O:25])[O:26][CH2:27][CH3:28].[I-:36].[K+:33].[K+:34].[Na+:35]>>[CH2:1]1[N:2]([CH2:21][CH2:22][CH2:23][C:24](=[O:25])[O:26][CH2:27][CH3:28])[CH2:3][CH2:4][N:5]2[c:6]3[c:7]([cH:16][cH:17][cH:18][cH:19]3)[S:8][c:9]3[c:10]([cH:12][cH:13][cH:14][cH:15]3)[CH:11]12. The reactants are Cl[Si](C[Si](C)(C)Cl)(Cl)Cl (1,1,1,3-tetrachloro-3-methyl-1,3-disilabutane), reaction initiator, N(=NC(C#N)(C)C)C(C#N)(C)C (azobisisobutyronitrile), ClCl (chlorine). Run in C(Cl)(Cl)(Cl)Cl (carbon tetrachloride). Run at time 5 hour. The product is Cl[Si](C[Si](CCl)(C)Cl)(Cl)Cl (1,1,1,3,4-pentachloro-3-methyl-1,3-disilabutane). Reaction SMILES: [Cl:1]Cl.[Cl:3][Si:4]([Cl:11])([Cl:10])[CH2:5][Si:6]([Cl:9])([CH3:8])[CH3:7].N(C(C)(C)C#N)=NC(C)(C)C#N>C(Cl)(Cl)(Cl)Cl>[Cl:3][Si:4]([Cl:11])([Cl:10])[CH2:5][Si:6]([Cl:9])([CH3:8])[CH2:7][Cl:1]. Procedure details: A stirrer was added to a 250 ml, round bottomed flask, which was equipped with a bubbling column linked to a dry ice/aceton condenser and a chlorine gas cylinder. To the flask were added 100 g (0.41 mole) of 1,1,1,3-tetrachloro-3-methyl-1,3-disilabutane and 1 g of a reaction initiator, azobisisobutyronitrile, using carbon tetrachloride as a solvent. The obtained mixture was photoreacted for 5 hrs using a sun lamp, while bubbling chlorine gas and refluxing carbon tetrachloride. After confirming t... The reactants are COC(=O)N(S(=O)(=O)C1=C(C=C(C=C1)F)\C=C/CO)C1=CC=C2C3C(COC2=C1C(=O)OC)C3 (methyl (1aRS,7bSR)-5-{N-[methoxycarbonyl]-N-[2-((Z)-3-hydroxyprop-1-enyl)-4-fluorobenzenesulfonyl]amino}-1,1a,2,7b-tetrahydrocyclopropa[c]chromene-4-carboxylate), (Z)-4-tributylstannanylprop-3-en-1-ol, BrC1=C(C=CC(=C1)F)S(=O)(=O)N(C(=O)OC)C1=CC=C2C3C(COC2=C1C(=O)OC)C3 (methyl (1aRS,7bSR)-5-[N-(2-bromo-4-fluorobenzenesulfonyl)-N-(methoxycarbonyl)amino]-1,1a,2,7b-tetrahydrocyclopropa-[c]chromene-4-carboxylate), BrC1=C(C=CC(=C1)F)S(=O)(=O)N(C(=O)OC)C1=CC=C2C3C(COC2=C1C(=O)OC)C3 (methyl (1aRS,7bSR)-5-[N-(2-bromo-4-fluorobenzenesulfonyl)-N-(methoxycarbonyl)amino]-1,1a,2,7b-tetrahydrocyclopropa-[c]chromene-4-carboxylate). Yields the product COC(=O)N(S(=O)(=O)C1=C(C=C(C=C1)F)\C=C/CCO)C1=CC=C2C3C(COC2=C1C(=O)OC)C3 (Methyl (1aRS,7bSR)-5-{N-[methoxycarbonyl]-N-[2-((Z)-4-hydroxybut-1-enyl)-4-fluorobenzenesulfonyl]amino}-1,1a,2,7b-tetrahydrocyclopropa[c]chromene-4-carboxylate). As a reaction SMILES: [CH3:1][O:2][C:3]([N:5]([C:20]1[C:29]([C:30]([O:32][CH3:33])=[O:31])=[C:28]2[C:23]([CH:24]3[CH2:34][CH:25]3[CH2:26][O:27]2)=[CH:22][CH:21]=1)[S:6]([C:9]1[CH:14]=[CH:13][C:12]([F:15])=[CH:11][C:10]=1/[CH:16]=[CH:17]\[CH2:18]O)(=[O:8])=[O:7])=[O:4].BrC1C=C(F)C=CC=1S(N(C1C(C(OC)=O)=C2C(C3CC3CO2)=CC=1)[C:47](OC)=[O:48])(=O)=O>>[CH3:1][O:2][C:3]([N:5]([C:20]1[C:29]([C:30]([O:32][CH3:33])=[O:31])=[C:28]2[C:23]([CH:24]3[CH2:34][CH:25]3[CH2:26][O:27]2)=[CH:22][CH:21]=1)[S:6]([C:9]1[CH:14]=[CH:13][C:12]([F:15])=[CH:11][C:10]=1/[CH:16]=[CH:17]\[CH2:18][CH2:47][OH:48])(=[O:7])=[O:8])=[O:4]. Procedure details: Prepared by proceeding in a similar manner to Intermediate 64, starting from methyl (1aRS,7bSR)-5-[N-(2-bromo-4-fluorobenzenesulfonyl)-N-(methoxycarbonyl)amino]-1,1a,2,7b-tetrahydrocyclopropa-[c]chromene-4-carboxylate (Intermediate 65) and (Z)-4-tributylstannanylprop-3-en-1-ol (prepared according to Miura et al, Organic Letters, 2005, 7(3) 503). Reactants: FC(COC1=C(C(=O)NCC2=NC=CC=C2)C=C(C=C1)OCC(F)(F)F)(F)F (2,5-bis(2,2,2-trifluoroethoxy)-N-(2-pyridylmethyl)benzamide), C(C)(=O)O (acetic acid), [H][H] (hydrogen). Reagents/catalysts: [Pt] (platinum on carbon). The solvent is CCCCCC (Hexane). Conditions: time 6.5 hour. Yields the product C(C)(=O)O.FC(COC1=C(C(=O)NCC2NCCCC2)C=C(C=C1)OCC(F)(F)F)(F)F (2,5-bis(2,2,2-trifluoroethoxy)-N-(2-piperidylmethyl)benzamide acetate). Yield: 71.0%. Reaction SMILES: [F:1][C:2]([F:28])([F:27])[CH2:3][O:4][C:5]1[CH:20]=[CH:19][C:18]([O:21][CH2:22][C:23]([F:26])([F:25])[F:24])=[CH:17][C:6]=1[C:7]([NH:9][CH2:10][C:11]1[CH:16]=[CH:15][CH:14]=[CH:13][N:12]=1)=[O:8].[C:29]([OH:32])(=[O:31])[CH3:30].[H][H]>[Pt].CCCCCC>[C:29]([OH:32])(=[O:31])[CH3:30].[F:28][C:2]([F:1])([F:27])[CH2:3][O:4][C:5]1[CH:20]=[CH:19][C:18]([O:21][CH2:22][C:23]([F:26])([F:25])[F:24])=[CH:17][C:6]=1[C:7]([NH:9][CH2:10][CH:11]1[CH2:16][CH2:15][CH2:14][CH2:13][NH:12]1)=[O:8] |f:5.6|. Reported procedure: A mixture of 0.33 mole (134.7 g.) of 2,5-bis(2,2,2-trifluoroethoxy)-N-(2-pyridylmethyl)benzamide, 1.347 liters of glacial acetic acid and 13.5 g. of 5 percent platinum on carbon is reduced in a Parr apparatus at about 30 pounds of hydrogen at room temperature. The reaction is complete in 6-7 hours. The reaction mixture is filtered and the catalyst is washed with isopropyl alcohol. The solution and washings are evaporated to provide a residue. Hexane is added to the residue and the resulting whit... The reactants are CCC(C)=O, Cc1c([N+](=O)[O-])cc[n+]([O-])c1C, CN(C)P(=O)(N(C)C)N(C)C, OCC(F)(F)C(F)(F)F. The product is Cc1c(OCC(F)(F)C(F)(F)F)cc[n+]([O-])c1C. RXN SMILES: [CH2:13]([C:14]([CH3:15])=[O:16])[CH3:17].[CH3:1][c:2]1[n+:3]([O-:12])[cH:4][cH:5][c:6]([N+:9]([O-:10])=[O:11])[c:7]1[CH3:8].[CH3:27][N:28]([CH3:29])[P:30](=[O:31])([N:32]([CH3:33])[CH3:34])[N:35]([CH3:36])[CH3:37].[F:18][C:19]([CH2:20][OH:21])([C:22]([F:23])([F:24])[F:25])[F:26]>>[CH3:1][c:2]1[n+:3]([O-:12])[cH:4][cH:5][c:6]([O:21][CH2:20][C:19]([F:18])([C:22]([F:23])([F:24])[F:25])[F:26])[c:7]1[CH3:8]. Starting materials: II (Iodine), I[Si](C)(C)C (Iodotrimethylsilane), COC1=CC=C(C=C1)[C@@H]1N2C(CCC[C@@H]2CCC1)=O ((6R*,9aS*)-6-(4-methoxyphenyl)octahydroquinolizin-4-one), CN(CCN(C)C)C (N,N,N′,N′-tetramethylethylenediamine), S(=S)(=O)([O-])[O-].[Na+].[Na+] (sodium thiosulfate). Solvent: C(Cl)Cl (methylene chloride), C(C)(=O)OCC (Ethyl acetate). Run at temperature 0 celsius, time 30 minute. Product: IC1CC[C@@H]2CCC[C@@H](N2C1=O)C1=CC=C(C=C1)OC ((6R*,9aS*)-3-iodo-6-(4-methoxyphenyl)octahydroquinolizin-4-one). Yield: 99.5%. RXN SMILES: I[Si](C)(C)C.[CH3:6][O:7][C:8]1[CH:13]=[CH:12][C:11]([C@H:14]2[CH2:23][CH2:22][CH2:21][C@@H:20]3[N:15]2[C:16](=[O:24])[CH2:17][CH2:18][CH2:19]3)=[CH:10][CH:9]=1.CN(C)CCN(C)C.[I:33]I.S([O-])([O-])(=O)=S.[Na+].[Na+]>C(Cl)Cl.C(OCC)(=O)C>[I:33][CH:17]1[C:16](=[O:24])[N:15]2[C@@H:20]([CH2:21][CH2:22][CH2:23][C@@H:14]2[C:11]2[CH:10]=[CH:9][C:8]([O:7][CH3:6])=[CH:13][CH:12]=2)[CH2:19][CH2:18]1 |f:4.5.6|. Reported procedure: Iodotrimethylsilane (0.02 mL) was added to a solution of (6R*,9aS*)-6-(4-methoxyphenyl)octahydroquinolizin-4-one (23 mg) and N,N,N′,N′-tetramethylethylenediamine (0.05 mL) in methylene chloride (3 mL) at 0° C., and the reaction solution was stirred at 0° C. for 30 minutes. Iodine (34 mg) was added to the reaction solution, which was then stirred at 0° C. for one hour. Ethyl acetate and a saturated sodium thiosulfate solution were added to the reaction solution, and the organic layer was separate... Starting materials: NCCCN1CCC(CC1)C=1C=C(C=CC1)NC(N(C)C)=O (N′-{3-[1-(3-AMINOPROPYL)-4-PIPERIDINYL]PHENYL}-N,N-DIMETHYLUREA), NCCCN1CCC(CC1)C=1C=C(C=CC1OC)NC(C(C)C)=O (N-{3-[1-(3-AMINOPROPYL)-4-PIPERIDINYL]-4-METHOXYPHENYL}-2-METHYLPROPANAMIDE), NCCCN1CCC(CC1)C=1C=C(C=CC1OC)NC(CCC)=O (N-{3-[1-(3-AMINOPROPYL)-4-PIPERIDINYL]-4-METHOXYPHENYL}BUTANAMIDE), NCCCN1CCC(CC1)C=1C=C(C=CC1)NC(OC(C)C)=O (ISOPROPYL 3-[1-(3-AMINOPROPYL)-4-PIPERIDINYL]PHENYLCARBAMATE), NCCCN1CCC(CC1)C=1C=C(C=CC1)NC(OCC1=CC=CC=C1)=O (BENZYL 3-[1-(3-AMINOPROPYL)-4-PIPERIDINYL]PHENYLCARBAMATE), NCCCN1CCC(CC1)C=1C=CC(=C(C1)NC(C(C)C)=O)O (N-{5-[1-(3-AMINOPROPYL)-4-PIPERIDINYL]-2-HYDROXYPHENYL}-2-METHYLPROPANAMIDE). Yields the product NCCN1CCC(CC1)C=1C=C(C=CC1)NC(C(C)C)=O (N-{3-[1-(2-AMINOETHYL)-4-PIPERIDINYL]PHENYL}-2-METHYLPROPANAMIDE). As a reaction SMILES: [NH2:1]CCCN1CCC(C2C=C(NC(=O)N(C)C)C=CC=2)CC1.NCCCN1CCC(C2C=C(NC(=O)OC(C)C)C=CC=2)CC1.NCCCN1CCC(C2C=C(NC(=O)OCC3C=CC=CC=3)C=CC=2)CC1.NC[CH2:75][CH2:76][N:77]1[CH2:82][CH2:81][CH:80]([C:83]2[CH:84]=[C:85]([NH:91][C:92](=[O:96])[CH:93]([CH3:95])[CH3:94])[CH:86]=[CH:87][C:88]=2OC)[CH2:79][CH2:78]1.NCCCN1CCC(C2C=C(NC(=O)CCC)C=CC=2OC)CC1.NCCCN1CCC(C2C=CC(O)=C(NC(=O)C(C)C)C=2)CC1>>[NH2:1][CH2:75][CH2:76][N:77]1[CH2:78][CH2:79][CH:80]([C:83]2[CH:84]=[C:85]([NH:91][C:92](=[O:96])[CH:93]([CH3:94])[CH3:95])[CH:86]=[CH:87][CH:88]=2)[CH2:81][CH2:82]1. Procedure details: Using the methods described above, the following additional intermediates were synthesized. N′-{3-[1-(3-AMINOPROPYL)-4-PIPERIDINYL]PHENYL}-N,N-DIMETHYLUREA: 1H NMR (400 MHz, CD3OD) δ 7.36 (s, 1H), 7.32–7.25 (m, 1H), 7.21 (t, 1H, J=7.9 Hz), 6.92 (d, 1H, J=7 Hz), 3.33 (s, 6H), 3.17–3.07 (m, 2H), 2.75 (t, 2H, J=6,9), 2.58–2.44 (m, 3H), 2.14 (dt, 2H, J=11.8, 2.7 Hz), 1.93–1.67 (m, 8H). ISOPROPYL 3-[1-(3-AMINOPROPYL)-4-PIPERIDINYL]PHENYLCARBAMATE: 1H NMR (400 MHz, CDCl3) δ 7.20 (broad s, 1H), 7.16 (d...